From a dataset of the Open Reaction Database (ORD), a public repository of structured organic reaction records. describe an organic reaction: reactants, conditions, products, and yield Reactants: ClC1=C(CBr)C=CC=C1 (2-Chlorobenzyl bromide), C(C)(=O)NC1=C(C(=C(C(=O)[O-])C=C1)CC)N (4-acetylamino-3-amino-ethylbenzoate), C([O-])([O-])=O.[K+].[K+] (potassium carbonate), C(C)O (ethanol). Run at temperature 60 celsius, time 14 hour. The product is ClC1=C(CN2C(=NC3=C2C=C(C=C3)C(=O)OCC)C)C=CC=C1 (1-(2-chlorobenzyl)-6-ethoxycarbonyl-2-methylbenzimidazole). Reaction SMILES: [Cl:1][C:2]1[CH:9]=[CH:8][CH:7]=[CH:6][C:3]=1[CH2:4]Br.[C:10]([NH:13][C:14]1[CH:22]=[CH:21][C:17]([C:18]([O-:20])=[O:19])=[C:16](CC)[C:15]=1[NH2:25])(=O)[CH3:11].C(=O)([O-])[O-].[K+].[K+].[CH2:32](O)[CH3:33]>>[Cl:1][C:2]1[CH:9]=[CH:8][CH:7]=[CH:6][C:3]=1[CH2:4][N:25]1[C:15]2[CH:16]=[C:17]([C:18]([O:20][CH2:32][CH3:33])=[O:19])[CH:21]=[CH:22][C:14]=2[N:13]=[C:10]1[CH3:11] |f:2.3.4|. Reported procedure: 2-Chlorobenzyl bromide (100 g) is added to an ethanol (750 ml) solution of 4-acetylamino-3-amino-ethylbenzoate (86.0 g) and potassium carbonate (37.3 g), and the solution is stirred for 14 hours at 60° C. Solids are separated through filtration and the filtrate is concentrated under reduced pressure. 35% hydrochloric acid (38.7 g) is added and the solution is stirred for two hours at 60° C. After solids are separated through filtration and the solution is neutralized with sodium bicarbonate, the... Reactants: CCN1CCc2ccc(N)cc2CC1, CC(C)O, CNC(=O)c1ccccc1Nc1nc(Cl)ncc1C, Cl, C1COCCO1. The product is CCN1CCc2ccc(Nc3ncc(C)c(Nc4ccccc4C(=O)NC)n3)cc2CC1. As a reaction SMILES: [CH2:20]([CH3:21])[N:22]1[CH2:23][CH2:24][c:25]2[c:26]([cH:29][c:30]([NH2:33])[cH:31][cH:32]2)[CH2:27][CH2:28]1.[CH:41]([OH:42])([CH3:43])[CH3:44].[Cl:1][c:2]1[n:3][cH:4][c:5]([CH3:19])[c:6]([NH:8][c:9]2[c:10]([C:11](=[O:12])[NH:13][CH3:14])[cH:15][cH:16][cH:17][cH:18]2)[n:7]1.[ClH:34].[O:35]1[CH2:36][CH2:37][O:38][CH2:39][CH2:40]1>>[c:2]1([NH:33][c:30]2[cH:29][c:26]3[c:25]([cH:32][cH:31]2)[CH2:24][CH2:23][N:22]([CH2:20][CH3:21])[CH2:28][CH2:27]3)[n:3][cH:4][c:5]([CH3:19])[c:6]([NH:8][c:9]2[c:10]([C:11](=[O:12])[NH:13][CH3:14])[cH:15][cH:16][cH:17][cH:18]2)[n:7]1.